Dataset: the Open Reaction Database (ORD), a public repository of structured organic reaction records. Task: describe an organic reaction: reactants, conditions, products, and yield The reactants are ester, [OH-].[K+] (potassium hydroxide), CC(CCOC=1C=C(/C=C/C=2SC=C(N2)C(C)C)C=CC1)(C(=O)OCC)C (2-[trans-3-(3,3-dimethyl-3-ethoxycarbonylpropyloxy)styryl]-4-isopropylthiazole). Reagents/catalysts: CO.[OH-].C(C1=CC=CC=C1)[N+](C)(C)C (benzyltrimethylammonium hydroxide methanol). Run in C(C)O (ethanol), C(C)O (ethanol). The product is C(=O)(O)C(CCOC=1C=C(/C=C/C=2SC=C(N2)C(C)C)C=CC1)(C)C (2-[trans-3-(3-carboxy-3,3-dimethylpropyloxy)styryl]-4-isopropylthiazole). Yield: 66.3%. As a reaction SMILES: [CH3:1][C:2]([CH3:27])([C:22]([O:24]CC)=[O:23])[CH2:3][CH2:4][O:5][C:6]1[CH:7]=[C:8]([CH:19]=[CH:20][CH:21]=1)/[CH:9]=[CH:10]/[C:11]1[S:12][CH:13]=[C:14]([CH:16]([CH3:18])[CH3:17])[N:15]=1.[OH-].[K+]>C(O)C.CO.[OH-].C([N+](C)(C)C)C1C=CC=CC=1>[C:22]([C:2]([CH3:27])([CH3:1])[CH2:3][CH2:4][O:5][C:6]1[CH:7]=[C:8]([CH:19]=[CH:20][CH:21]=1)/[CH:9]=[CH:10]/[C:11]1[S:12][CH:13]=[C:14]([CH:16]([CH3:17])[CH3:18])[N:15]=1)([OH:24])=[O:23] |f:1.2,4.5.6|. Reported procedure: To a solution of 200 mg of 2-[trans-3-(3,3-dimethyl-3-ethoxycarbonylpropyloxy)styryl]-4-isopropylthiazole dissolved in 5 ml of ethanol were added 2 ml of 10% aqueous potassium hydroxide solution and three drops of 40% benzyltrimethylammonium hydroxide methanol solution, and the mixture was refluxed for 1 hour to effect hydrolysis of the ester. After completion of the reaction, ethanol was evaporated under reduced pressure and the residue was adjusted to pH 1-2 with addition of 10% hydrochloric a... Starting materials: C(C)OC(=O)C1=NN(C(=C1C(=O)OCC)N)C1=CC=CC=C1 (5-amino-1-phenyl-1H-pyrazole-3,4-dicarboxylic acid diethyl ester), ClC1=CC=C(C=C1)N=C(C1=CC=C(C=C1)C1=CC=CC=C1)Cl (N-(4-chloro-phenyl)-biphenyl-4-carboximidoyl chloride). The product is C(C)OC(=O)C1=NN(C=2N=C(N(C(C21)=O)C2=CC=C(C=C2)Cl)C2=CC=C(C=C2)C2=CC=CC=C2)C2=CC=CC=C2 (6-Biphenyl-4-yl-5-(4-chloro-phenyl)-4-oxo-1-phenyl-4,5-dihydro-1H-pyrazolo[3,4-d]pyrimidine-3-carboxylic acid ethyl ester). Reaction SMILES: [CH2:1]([O:3][C:4]([C:6]1[C:10]([C:11]([O:13]CC)=O)=[C:9]([NH2:16])[N:8]([C:17]2[CH:22]=[CH:21][CH:20]=[CH:19][CH:18]=2)[N:7]=1)=[O:5])[CH3:2].[Cl:23][C:24]1[CH:29]=[CH:28][C:27]([N:30]=[C:31](Cl)[C:32]2[CH:37]=[CH:36][C:35]([C:38]3[CH:43]=[CH:42][CH:41]=[CH:40][CH:39]=3)=[CH:34][CH:33]=2)=[CH:26][CH:25]=1>>[CH2:1]([O:3][C:4]([C:6]1[C:10]2[C:11](=[O:13])[N:30]([C:27]3[CH:26]=[CH:25][C:24]([Cl:23])=[CH:29][CH:28]=3)[C:31]([C:32]3[CH:37]=[CH:36][C:35]([C:38]4[CH:39]=[CH:40][CH:41]=[CH:42][CH:43]=4)=[CH:34][CH:33]=3)=[N:16][C:9]=2[N:8]([C:17]2[CH:18]=[CH:19][CH:20]=[CH:21][CH:22]=2)[N:7]=1)=[O:5])[CH3:2]. Reported procedure: 6-Biphenyl-4-yl-5-(4-chloro-phenyl)-4-oxo-1-phenyl-4,5-dihydro-1H-pyrazolo[3,4-d]pyrimidine-3-carboxylic acid ethyl ester is prepared from 5-amino-1-phenyl-1H-pyrazole-3,4-dicarboxylic acid diethyl ester and N-(4-chloro-phenyl)-biphenyl-4-carboximidoyl chloride by following a similar procedure as described in example 2 and purified by preparative LC/MS. 1H NMR (CDCfe) δ(ppm) 8.14(d, 2H), 7.36˜7.57(m, 12H), 7.33(d, 2H), 7.14(d, 2H), 4.53(q, 2H), 1.46(t, 3H); HPLC-MS calculated for C32H23ClN4O3 (M... Reactants: CCCC(Cc1ccc(OCCN2CCCCCC2)cc1)(C(=O)OCC)S(=O)(=O)c1ccc(OC)cc1, CO, [Na+], [OH-]. Product: CCCC(Cc1ccc(OCCN2CCCCCC2)cc1)(C(=O)O)S(=O)(=O)c1ccc(OC)cc1. Reaction SMILES: [CH2:1]([CH3:2])[O:3][C:4]([C:5]([CH2:6][CH2:7][CH3:8])([S:9](=[O:10])(=[O:11])[c:12]1[cH:13][cH:14][c:15]([O:18][CH3:19])[cH:16][cH:17]1)[CH2:20][c:21]1[cH:22][cH:23][c:24]([O:27][CH2:28][CH2:29][N:30]2[CH2:31][CH2:32][CH2:33][CH2:34][CH2:35][CH2:36]2)[cH:25][cH:26]1)=[O:37].[CH3:38][OH:39].[Na+:41].[OH-:40]>>[O:3]=[C:4]([C:5]([CH2:6][CH2:7][CH3:8])([S:9](=[O:10])(=[O:11])[c:12]1[cH:13][cH:14][c:15]([O:18][CH3:19])[cH:16][cH:17]1)[CH2:20][c:21]1[cH:22][cH:23][c:24]([O:27][CH2:28][CH2:29][N:30]2[CH2:31][CH2:32][CH2:33][CH2:34][CH2:35][CH2:36]2)[cH:25][cH:26]1)[OH:37]. Reactants: CC(=O)[O-], CCCC(=O)Nc1ncc(CCC(C)=NN(C)C)s1, C1CCOC1, O. Yields the product CCCC(=O)Nc1ncc(CCC(C)=O)s1. As a reaction SMILES: [CH3:1][C:2]([O-:3])=[O:4].[CH3:6][N:7]([N:8]=[C:9]([CH3:10])[CH2:11][CH2:12][c:13]1[cH:14][n:15][c:16]([NH:18][C:19]([CH2:20][CH2:21][CH3:22])=[O:23])[s:17]1)[CH3:24].[O:25]1[CH2:26][CH2:27][CH2:28][CH2:29]1.[OH2:5]>>[CH3:1][C:2](=[O:4])[CH2:11][CH2:12][c:13]1[cH:14][n:15][c:16]([NH:18][C:19]([CH2:20][CH2:21][CH3:22])=[O:23])[s:17]1. Reactants: [H-].[Na+] (Sodium hydride), FC=1C=C(C=C(C1)F)CC(=O)OCC (ethyl 3,5-difluorophenylacetate), ICC(OCCI)C (1,5-diiodo-2-methyl-3-oxapentane). Run in C1CCOC1 (THF), C1CCOC1 (THF). Run at time 1 hour. Yields the product C(C)OC(=O)C1(CC(OCC1)C)C1=CC(=CC(=C1)F)F (4-ethoxycarbonyl-4-(3,5-difluorophenyl)-2-methyltetrahydropyran). The yield is 68.3%. Reaction SMILES: [H-].[Na+].[F:3][C:4]1[CH:5]=[C:6]([CH2:11][C:12]([O:14][CH2:15][CH3:16])=[O:13])[CH:7]=[C:8]([F:10])[CH:9]=1.I[CH2:18][CH:19]([CH3:24])[O:20][CH2:21][CH2:22]I>C1COCC1>[CH2:15]([O:14][C:12]([C:11]1([C:6]2[CH:5]=[C:4]([F:3])[CH:9]=[C:8]([F:10])[CH:7]=2)[CH2:22][CH2:21][O:20][CH:19]([CH3:24])[CH2:18]1)=[O:13])[CH3:16] |f:0.1|. Procedure details: Sodium hydride (60% w/w dispersion in mineral oil, 9.17 g) was added portionwise to a solution of ethyl 3,5-difluorophenylacetate (17 g) in THF (400 ml) and the mixture was stirred at ambient temperature for 1 hour. A solution of 1,5-diiodo-2-methyl-3-oxapentane (30.3 g) in THF (20 ml) was added dropwise and the mixture was stirred at ambient temperature for 2 hours. The mixture was filtered and the filtrate was evaporated. The residue was purified by column chromatography using a 19:1 v/v mixtu... Starting materials: Cl, CC(c1ccccc1)N(Cc1ccccc1)C(=O)CNC(=O)OC(C)(C)C, CC(c1ccccc1)N(Cc1ccccc1)C(=O)CNCc1ccccc1. Yields the product Cl, CC(c1ccccc1)N(Cc1ccccc1)C(=O)CNC(=O)O. Reaction SMILES: [ClH:1].[O:29]=[C:30]([CH2:31][NH:32][C:33]([O:34][C:35]([CH3:36])([CH3:37])[CH3:38])=[O:39])[N:40]([CH:41]([CH3:42])[c:43]1[cH:44][cH:45][cH:46][cH:47][cH:48]1)[CH2:49][c:50]1[cH:51][cH:52][cH:53][cH:54][cH:55]1.[c:2]1([CH2:3][NH:4][CH2:5][C:6]([N:7]([CH2:8][c:9]2[cH:10][cH:11][cH:12][cH:13][cH:14]2)[CH:15]([c:16]2[cH:17][cH:18][cH:19][cH:20][cH:21]2)[CH3:22])=[O:23])[cH:24][cH:25][cH:26][cH:27][cH:28]1>>[ClH:1].[O:29]=[C:30]([CH2:31][NH:32][C:33](=[O:34])[OH:39])[N:40]([CH:41]([CH3:42])[c:43]1[cH:44][cH:45][cH:46][cH:47][cH:48]1)[CH2:49][c:50]1[cH:51][cH:52][cH:53][cH:54][cH:55]1. Reactants: O=C([O-])[O-], CCC(C)=O, CCC(=C(c1ccccc1)c1ccc(O)cc1)C1CCCC1, OCC(O)CCl, [K+], [K+]. Yields the product CCC(=C(c1ccccc1)c1ccc(OCC(O)CO)cc1)C1CCCC1. RXN SMILES: [C:29](=[O:30])([O-:31])[O-:32].[CH3:35][C:36](=[O:37])[CH2:38][CH3:39].[CH:1]1([C:6](=[C:7]([c:8]2[cH:9][cH:10][cH:11][cH:12][cH:13]2)[c:14]2[cH:15][cH:16][c:17]([OH:20])[cH:18][cH:19]2)[CH2:21][CH3:22])[CH2:2][CH2:3][CH2:4][CH2:5]1.[Cl:23][CH2:24][CH:25]([CH2:26][OH:27])[OH:28].[K+:33].[K+:34]>>[CH:1]1([C:6](=[C:7]([c:8]2[cH:9][cH:10][cH:11][cH:12][cH:13]2)[c:14]2[cH:15][cH:16][c:17]([O:20][CH2:24][CH:25]([CH2:26][OH:27])[OH:28])[cH:18][cH:19]2)[CH2:21][CH3:22])[CH2:2][CH2:3][CH2:4][CH2:5]1.